Dataset: the Open Reaction Database (ORD), a public repository of structured organic reaction records. Task: describe an organic reaction: reactants, conditions, products, and yield Reactants: [Br-], [Br-], [Br-], O=C(Cc1ccc(OCc2ccccc2)cc1)Nc1cccc2c1cnn2CCN1CCCC1, CO, Cl, [Na+], [OH-], O, c1cc[nH+]cc1, c1cc[nH+]cc1, c1cc[nH+]cc1. The product is O=C(Cc1ccc(OCc2ccccc2)cc1)Nc1cccc2c1c(Br)nn2CCN1CCCC1. As a reaction SMILES: [Br-:37].[Br-:38].[Br-:39].[CH2:1]([c:2]1[cH:3][cH:4][cH:5][cH:6][cH:7]1)[O:8][c:9]1[cH:10][cH:11][c:12]([CH2:15][C:16](=[O:17])[NH:18][c:19]2[c:20]3[cH:21][n:22][n:23]([CH2:28][CH2:29][N:30]4[CH2:31][CH2:32][CH2:33][CH2:34]4)[c:24]3[cH:25][cH:26][cH:27]2)[cH:13][cH:14]1.[CH3:60][OH:61].[ClH:58].[Na+:36].[OH-:35].[OH2:59].[nH+:40]1[cH:41][cH:42][cH:43][cH:44][cH:45]1.[nH+:46]1[cH:47][cH:48][cH:49][cH:50][cH:51]1.[nH+:52]1[cH:53][cH:54][cH:55][cH:56][cH:57]1>>[CH2:1]([c:2]1[cH:3][cH:4][cH:5][cH:6][cH:7]1)[O:8][c:9]1[cH:10][cH:11][c:12]([CH2:15][C:16](=[O:17])[NH:18][c:19]2[c:20]3[c:21]([Br:37])[n:22][n:23]([CH2:28][CH2:29][N:30]4[CH2:31][CH2:32][CH2:33][CH2:34]4)[c:24]3[cH:25][cH:26][cH:27]2)[cH:13][cH:14]1. Starting materials: BrC=1C=CC(=C(C1)CC1=C(N=C2N1C=CC=C2)CNCCC(C)C)OC (({3-[(5-bromo-2-methoxyphenyl)methyl](imidazolo[1,2-a]pyridin-2-yl)}methyl) (3-methylbutyl)amine), B(Br)(Br)Br (boron tribromide). Run in ClCCl (dichloromethane). Reaction conditions: time 1 hour. The product is BrC=1C=CC(=C(C1)CC1=C(N=C2N1C=CC=C2)CNCCC(C)C)O (({3-[(5-bromo-2-hydroxyphenyl)methyl](imidazolo[1,2-a]pyridin-2-yl)}methyl)(3-methylbutyl)amine). The yield is 89.5%. Reaction SMILES: [Br:1][C:2]1[CH:3]=[CH:4][C:5]([O:25]C)=[C:6]([CH2:8][C:9]2[N:13]3[CH:14]=[CH:15][CH:16]=[CH:17][C:12]3=[N:11][C:10]=2[CH2:18][NH:19][CH2:20][CH2:21][CH:22]([CH3:24])[CH3:23])[CH:7]=1.B(Br)(Br)Br>ClCCl>[Br:1][C:2]1[CH:3]=[CH:4][C:5]([OH:25])=[C:6]([CH2:8][C:9]2[N:13]3[CH:14]=[CH:15][CH:16]=[CH:17][C:12]3=[N:11][C:10]=2[CH2:18][NH:19][CH2:20][CH2:21][CH:22]([CH3:23])[CH3:24])[CH:7]=1. Procedure details: A solution of 416 mg (1.0 mmol) of ({3-[(5-bromo-2-methoxyphenyl)methyl](imidazolo[1,2-a]pyridin-2-yl)}methyl) (3-methylbutyl)amine in 20 mL dichloromethane at −78° C. is treated with boron tribromide 0.4 mL (4.0 mmol). The resulting solution is allowed to return to room temperature over 1 hr, quenched by addition of 10 mL sat. NaHCO3 and extracted with 2×10 mL dichloromethane. The combined extract is dried over anhydrous MgSO4 and the solvent removed in vacuo to yield 360 mg (89%) ({3-[(5-bromo...